This data is from the Open Reaction Database (ORD), a public repository of structured organic reaction records. The task is: describe an organic reaction: reactants, conditions, products, and yield Starting materials: COc1cccc(CCl)c1, CN(C)C=O, c1ccc(P(c2ccccc2)c2ccccc2)cc1. Yields the product COc1cccc(C[P+](c2ccccc2)(c2ccccc2)c2ccccc2)c1, [Cl-]. RXN SMILES: [CH3:1][O:2][c:3]1[cH:4][c:5]([CH2:6][Cl:7])[cH:8][cH:9][cH:10]1.[CH3:30][N:31]([CH3:32])[CH:33]=[O:34].[c:11]1([P:17]([c:18]2[cH:19][cH:20][cH:21][cH:22][cH:23]2)[c:24]2[cH:25][cH:26][cH:27][cH:28][cH:29]2)[cH:12][cH:13][cH:14][cH:15][cH:16]1>>[CH3:1][O:2][c:3]1[cH:4][c:5]([CH2:6][P+:17]([c:11]2[cH:12][cH:13][cH:14][cH:15][cH:16]2)([c:18]2[cH:19][cH:20][cH:21][cH:22][cH:23]2)[c:24]2[cH:25][cH:26][cH:27][cH:28][cH:29]2)[cH:8][cH:9][cH:10]1.[Cl-:7]. Starting materials: CC(=O)Oc1cccc(C(=O)Nc2cc(C(=O)Nc3cc(F)cc(N4CCOCC4)c3)ccc2Cl)c1, C[O-], CO, [Na+]. The product is O=C(Nc1cc(F)cc(N2CCOCC2)c1)c1ccc(Cl)c(NC(=O)c2cccc(O)c2)c1. Reaction SMILES: [C:4](=[O:5])([CH3:6])[O:7][c:8]1[cH:9][c:10]([C:11](=[O:12])[NH:13][c:14]2[cH:15][c:16]([C:17](=[O:18])[NH:19][c:20]3[cH:21][c:22]([F:32])[cH:23][c:24]([N:26]4[CH2:27][CH2:28][O:29][CH2:30][CH2:31]4)[cH:25]3)[cH:33][cH:34][c:35]2[Cl:36])[cH:37][cH:38][cH:39]1.[CH3:1][O-:2].[CH3:40][OH:41].[Na+:3]>>[OH:7][c:8]1[cH:9][c:10]([C:11](=[O:12])[NH:13][c:14]2[cH:15][c:16]([C:17](=[O:18])[NH:19][c:20]3[cH:21][c:22]([F:32])[cH:23][c:24]([N:26]4[CH2:27][CH2:28][O:29][CH2:30][CH2:31]4)[cH:25]3)[cH:33][cH:34][c:35]2[Cl:36])[cH:37][cH:38][cH:39]1. Starting materials: FC(C=1C=C(C=CC1)C(=CC(=O)C1=CC=C(C=C1)C1=CC=C(C=C1)C=O)C)(F)F (4′-(3-(3-(Trifluoromethyl)phenyl)but-2-enoyl)biphenyl-4-carbaldehyde), Cl.N(C)CC(=O)O (sarcosine hydrochloride), CN1CCC(=C2C=3C=CC=CC3CCC4=C2N=CC=C4)CC1 (azatadine), C(C1=CC=CC=C1)=O (benzaldehyde). Product: COC(=O)C1CN(C1)CC1=CC=C(C=C1)C1=CC=C(C=C1)C(C=C(C)C1=CC(=CC=C1)C(F)(F)F)=O (Methyl-1-((4′-(3-(3-(trifluoromethyl)phenyl)but-2-enoyl)biphenyl-4-yl)methyl)azetidine-3-carboxylate). Yield: 58.0%. As a reaction SMILES: [F:1][C:2]([F:29])([F:28])[C:3]1[CH:4]=[C:5]([C:9]([CH3:27])=[CH:10][C:11]([C:13]2[CH:18]=[CH:17][C:16]([C:19]3[CH:24]=[CH:23][C:22](C=O)=[CH:21][CH:20]=3)=[CH:15][CH:14]=2)=[O:12])[CH:6]=[CH:7][CH:8]=1.CN1CCC(=C2[C:45]3[N:46]=[CH:47]C=[CH:49][C:44]=3[CH2:43]CC3C=CC=CC2=3)CC1.[CH:52](=[O:59])C1C=CC=CC=1.Cl.N(CC(O)=[O:65])C>>[CH3:52][O:59][C:43]([CH:44]1[CH2:49][N:46]([CH2:47][C:22]2[CH:23]=[CH:24][C:19]([C:16]3[CH:17]=[CH:18][C:13]([C:11](=[O:12])[CH:10]=[C:9]([C:5]4[CH:6]=[CH:7][CH:8]=[C:3]([C:2]([F:1])([F:29])[F:28])[CH:4]=4)[CH3:27])=[CH:14][CH:15]=3)=[CH:20][CH:21]=2)[CH2:45]1)=[O:65] |f:3.4|. Procedure: When the product of Step D and azatadine 3 methylcarboxylate hydrochloride were substituted for 4-(5-(((4-fluorophenyl)) isopropyl)amino)methyl)thiophen-2-yl)benzaldehyde and sarcosine hydrochloride, respectively, in Example 22, Step C, the similar procedure afforded the title compound in 58% yield, as a pale paste. 1H-NMR (CDCl3) 8.04 (d, 2H, J=8.4 Hz); 7.78-7.51 (m, 8H); 7.4 (d, 2H, J=8.2 Hz); 7.16 (d, 1H, J=1.21 Hz); 3.76 (s, 2H); 3.7 (s, 3H); 3.73-3.62 (m, 4H); 3.47-3.41 (m, 3H); 2.58 (bs, 3...